Dataset: the Open Reaction Database (ORD), a public repository of structured organic reaction records. Task: describe an organic reaction: reactants, conditions, products, and yield The reactants are C1CCOC1, CO, CCO, CN, ClC(Cl)Cl, O, O=C1CCSCC1, O=C(Cl)c1ccc2nonc2c1. Yields the product CN(C(=O)c1ccc2nonc2c1)C1CCSCC1. Reaction SMILES: [CH2:28]1[O:29][CH2:30][CH2:31][CH2:32]1.[CH3:23][OH:24].[CH3:25][CH2:26][OH:27].[CH3:8][NH2:9].[CH:33]([Cl:34])([Cl:35])[Cl:36].[OH2:10].[S:1]1[CH2:2][CH2:3][C:4](=[O:7])[CH2:5][CH2:6]1.[n:11]1[o:12][n:13][c:14]2[c:15]1[cH:16][cH:17][c:18]([C:20](=[O:21])[Cl:22])[cH:19]2>>[S:1]1[CH2:2][CH2:3][CH:4]([N:9]([CH3:8])[C:20]([c:18]2[cH:17][cH:16][c:15]3[n:11][o:12][n:13][c:14]3[cH:19]2)=[O:21])[CH2:5][CH2:6]1. Reactants: ClC=1N(C(C=2C(=NC(=NC2)SC)N1)=O)C1=C(C=CC=C1)Cl (2-chloro-3-(2-chlorophenyl)-7-(methylthio)pyrimido[4,5-d]pyrimidin-4(3H)-one), [N-]=[N+]=[N-].[Na+] (sodium azide). Run in CN(C=O)C (N,N-dimethylformamide), O (water), [Cl-].[Na+].O (brine). Yields the product ClC1=C(C=CC=C1)N1C=2N(C3=NC(=NC=C3C1=O)SC)N=NN2 (4-(2-Chloro-phenyl)-8-methylsulfanyl-4H-1,2,3,4,7,9,9b-heptaaza-cyclopenta[a]naphthalen-5-one). Reaction SMILES: Cl[C:2]1[N:3]([C:15]2[CH:20]=[CH:19][CH:18]=[CH:17][C:16]=2[Cl:21])[C:4](=[O:14])[C:5]2[C:6]([N:13]=1)=[N:7][C:8]([S:11][CH3:12])=[N:9][CH:10]=2.[N-:22]=[N+:23]=[N-:24].[Na+]>CN(C)C=O.O.[Cl-].[Na+].O>[Cl:21][C:16]1[CH:17]=[CH:18][CH:19]=[CH:20][C:15]=1[N:3]1[C:4](=[O:14])[C:5]2[C:6](=[N:7][C:8]([S:11][CH3:12])=[N:9][CH:10]=2)[N:13]2[N:22]=[N:23][N:24]=[C:2]12 |f:1.2,5.6.7|. Reported procedure: A mixture of Example 1B (0.175 g, 0.516 mmol) and sodium azide (0.037 g, 0.568 mmol) in N,N-dimethylformamide (5 mL) was heated at 70° C. for 1 hour. The reaction mixture was diluted with water and brine and extracted with ethyl acetate (2×). The combined organic layers were washed with brine (2×), dried over MgSO4, filtered, concentrated, and purified on a 12 g column using the ISCO Companion flash system eluting with CH2Cl2/ethyl acetate (95:5 to 90:10) to provide the title compound. Starting materials: C(#N)C1(CC1)NC(=O)[C@H]1[C@@H](CCCC1)C(=O)N1CC2=C(NC=3C(=CC=CC23)O)CC1 ((1R,2R)-N-(1-cyanocyclopropyl)-2-(6-hydroxy-2,3,4,5-tetrahydro-1H-pyrido[4,3-b]indole-2-carbonyl)cyclohexanecarboxamide), C([O-])([O-])=O.[K+].[K+] (potassium carbonate), Cl.ClCCN1CCOCC1 (4-(2-Chloroethyl)morpholine hydrochloride). The solvent is CN(C)C=O (DMF). Run at time 45 hour. The product is C(#N)C1(CC1)NC(=O)[C@H]1[C@@H](CCCC1)C(=O)N1CC2=C(NC=3C(=CC=CC23)OCCN2CCOCC2)CC1 ((1R,2R)-N-(1-cyanocyclopropyl)-2-(6-(2-morpholinoethoxy)-2,3,4,5-tetrahydro-1H-pyrido[4,3-b]indole-2-carbonyl)cyclohexanecarboxamide). Reaction SMILES: Cl.Cl[CH2:3][CH2:4][N:5]1[CH2:10][CH2:9][O:8][CH2:7][CH2:6]1.[C:11]([C:13]1([NH:16][C:17]([C@@H:19]2[CH2:24][CH2:23][CH2:22][CH2:21][C@H:20]2[C:25]([N:27]2[CH2:40][CH2:39][C:30]3[NH:31][C:32]4[C:33]([OH:38])=[CH:34][CH:35]=[CH:36][C:37]=4[C:29]=3[CH2:28]2)=[O:26])=[O:18])[CH2:15][CH2:14]1)#[N:12].C(=O)([O-])[O-].[K+].[K+]>CN(C=O)C>[C:11]([C:13]1([NH:16][C:17]([C@@H:19]2[CH2:24][CH2:23][CH2:22][CH2:21][C@H:20]2[C:25]([N:27]2[CH2:40][CH2:39][C:30]3[NH:31][C:32]4[C:33]([O:38][CH2:3][CH2:4][N:5]5[CH2:10][CH2:9][O:8][CH2:7][CH2:6]5)=[CH:34][CH:35]=[CH:36][C:37]=4[C:29]=3[CH2:28]2)=[O:26])=[O:18])[CH2:15][CH2:14]1)#[N:12] |f:0.1,3.4.5|. Procedure: Following on from Example 34, 4-(2-Chloroethyl)morpholine hydrochloride (90 mg, 0.48 mmol) was added to (1R,2R)-N-(1-cyanocyclopropyl)-2-(6-hydroxy-2,3,4,5-tetrahydro-1H-pyrido[4,3-b]indole-2-carbonyl)cyclohexanecarboxamide (131 mg, 0.32 mmol) and potassium carbonate (134 mg, 0.97 mmol) in DMF (5 ml) at 25° C. under air. The resulting solution was stirred at room temperature for 45 hours, to yield after purification a cream solid. (4.00 mg, 2.4%). Reactants: O=C1CCC(=O)N1Br, Cc1nc2cc(Br)ccc2s1, ClC(Cl)(Cl)Cl. Product: BrCc1nc2cc(Br)ccc2s1. RXN SMILES: [Br:1][N:2]1[C:3](=[O:4])[CH2:5][CH2:6][C:7]1=[O:8].[Br:9][c:10]1[cH:11][cH:12][c:13]2[c:14]([n:15][c:16]([CH3:18])[s:17]2)[cH:19]1.[Cl:20][C:21]([Cl:22])([Cl:23])[Cl:24]>>[Br:1][CH2:18][c:16]1[n:15][c:14]2[c:13]([cH:12][cH:11][c:10]([Br:9])[cH:19]2)[s:17]1. Reactants: C[S-].[Na+] (sodium methanethiolate), O (water), ClC1=NC(=CC2=C1NC=N2)Cl (4,6-dichloro-3H-imidazo[4,5-c]pyridine), C[S-].[Na+] (sodium methanethiolate), C[S-].[Na+] (sodium methanethiolate). Run in CN(C)C=O (DMF). Run at temperature 120 celsius. The product is ClC1=CC2=C(C(=N1)SC)NC=N2 (6-chloro-4-(methylthio)-3H-imidazo[4,5-c]pyridine). Reaction SMILES: Cl[C:2]1[C:7]2[NH:8][CH:9]=[N:10][C:6]=2[CH:5]=[C:4]([Cl:11])[N:3]=1.[CH3:12][S-:13].[Na+].O>CN(C=O)C>[Cl:11][C:4]1[N:3]=[C:2]([S:13][CH3:12])[C:7]2[NH:8][CH:9]=[N:10][C:6]=2[CH:5]=1 |f:1.2|. Procedure: To a solution of 4,6-dichloro-3H-imidazo[4,5-c]pyridine (2.01 g, 10.7 mmol) in DMF (21 mL) at room temperature was added sodium methanethiolate (1.88 g, 26.8 mmol). Mixture was heated at 120° C. for eight hours. An additional 801 mg of sodium methanethiolate was added and mixture stirred at 120° C. for fifteen hours. After adding an additional 340 mg of sodium methanethiolate and heating at 120° C. for five hours, reaction mixture was cooled to room temperature and poured into 100 mL of water. T... The reactants are IC (iodomethane), C(C)(=O)N1CCC2=C(CC1)C=C(C(=C2)S(=O)(=O)Cl)OC (3-Acetyl-7-chlorosulfonyl-8-methoxy-2,3,4,5-tetrahydro-1H-3-benzazepine), S(=O)([O-])[O-].[Na+].[Na+] (sodium sulfite), C([O-])(O)=O.[Na+] (sodium bicarbonate). The solvent is O (water). Reaction conditions: temperature 70 celsius. Yields the product C(C)(=O)N1CCC2=C(CC1)C=C(C(=C2)S(=O)(=O)C)OC (3-acetyl-8-methoxy-7-methylsulfonyl-2,3,4,5-tetrahydro-1H-3-benzazepine). RXN SMILES: [C:1]([N:4]1[CH2:10][CH2:9][C:8]2[CH:11]=[C:12]([O:19][CH3:20])[C:13]([S:15](Cl)(=[O:17])=[O:16])=[CH:14][C:7]=2[CH2:6][CH2:5]1)(=[O:3])[CH3:2].S([O-])([O-])=O.[Na+].[Na+].[C:27](=O)(O)[O-].[Na+].IC>O>[C:1]([N:4]1[CH2:10][CH2:9][C:8]2[CH:11]=[C:12]([O:19][CH3:20])[C:13]([S:15]([CH3:27])(=[O:17])=[O:16])=[CH:14][C:7]=2[CH2:6][CH2:5]1)(=[O:3])[CH3:2] |f:1.2.3,4.5|. Reported procedure: 3-Acetyl-7-chlorosulfonyl-8-methoxy-2,3,4,5-tetrahydro-1H-3-benzazepine (18 g, 0.056 m) was added in portions to a mixture of sodium sulfite (8.8 g, 0.069 m) and sodium bicarbonate (10.8 g, 0.115 m) in water (36 ml) stirred at 70° C. There was a vigorous evolution of gas after each addition. The mixture was stirred for fifteen minutes, treated with iodomethane (8.5 ml, 0.136 m) and refluxed for forty-five minutes. The mixture was partitioned between methylene chloride and water. The methylene ch...